This data is from the Open Reaction Database (ORD), a public repository of structured organic reaction records. The task is: describe an organic reaction: reactants, conditions, products, and yield The reactants are ClC1=CC=C(C=C1)C1=NC=2C(=NC=CC2)N1CC(=O)O (2-(4-chlorophenyl)-3H-imidazo[4,5-b]pyridine-3-acetic acid), C(=O)(N1C=NC=C1)N1C=NC=C1 (1,1'-carbonyldiimidazole), C(C)N(CCCN)CC (3-diethylaminopropylamine). The solvent is C(C)(C)O (isopropyl alcohol), O1CCCC1 (tetrahydrofuran), O1CCCC1 (tetrahydrofuran). Run at time 2 hour. Product: ClC1=CC=C(C=C1)C1=NC=2C(=NC=CC2)N1CC(=O)NCCCN(CC)CC (2-(4-Chlorophenyl)-N-[3-(diethylamino)propyl]-3H-imidazo[4,5-b]pyridine-3-acetamide). The yield is 62.2%. RXN SMILES: [Cl:1][C:2]1[CH:7]=[CH:6][C:5]([C:8]2[N:16]([CH2:17][C:18]([OH:20])=O)[C:11]3=[N:12][CH:13]=[CH:14][CH:15]=[C:10]3[N:9]=2)=[CH:4][CH:3]=1.C(N1C=CN=C1)(N1C=CN=C1)=O.[CH2:33]([N:35]([CH2:40][CH3:41])[CH2:36][CH2:37][CH2:38][NH2:39])[CH3:34]>O1CCCC1.C(O)(C)C>[Cl:1][C:2]1[CH:3]=[CH:4][C:5]([C:8]2[N:16]([CH2:17][C:18]([NH:39][CH2:38][CH2:37][CH2:36][N:35]([CH2:40][CH3:41])[CH2:33][CH3:34])=[O:20])[C:11]3=[N:12][CH:13]=[CH:14][CH:15]=[C:10]3[N:9]=2)=[CH:6][CH:7]=1. Procedure: A suspension of 2-(4-chlorophenyl)-3H-imidazo[4,5-b]pyridine-3-acetic acid (5.0 g, 0.0174 mole), 1,1'-carbonyldiimidazole (2.82 g, 0.0174 mole) and dry tetrahydrofuran (100 ml) was stirred at room temperature for 2 hours with nitrogen bubbling through it. A solution of 3-diethylaminopropylamine (6.8 g, 0.0522 mole) in tetrahydrofuran (10 ml) was added and the reaction mixture was stirred at room temperature overnight under nitrogen. The reaction mixture was evaporated under reduced pressure to g...